From a dataset of the Open Reaction Database (ORD), a public repository of structured organic reaction records. describe an organic reaction: reactants, conditions, products, and yield The reactants are S(N)(=O)(=O)Cl (sulfamoyl chloride), CC1=C(OCCO)C=CC=C1 (2-(2-methylphenoxy)ethanol). The product is S(N)(=O)(=O)OCCOC1=C(C=CC=C1)C (2-(2-Methylphenoxy)ethanol sulfamate). Yield: 53.0%. Reaction SMILES: [S:1](Cl)(=[O:4])(=[O:3])[NH2:2].[CH3:6][C:7]1[CH:16]=[CH:15][CH:14]=[CH:13][C:8]=1[O:9][CH2:10][CH2:11][OH:12]>>[S:1]([O:12][CH2:11][CH2:10][O:9][C:8]1[CH:13]=[CH:14][CH:15]=[CH:16][C:7]=1[CH3:6])(=[O:4])(=[O:3])[NH2:2]. Procedure details: The title compound was prepared by procedures of Example 33 from sulfamoyl chloride and 2-(2-methylphenoxy)ethanol in 53% yield as an off-white solid, mp 81.5°-83° C. Reactants: [N+](=O)([O-])C1=CC=C2C=CC(=CC2=C1)N (7-nitro-2-aminonaphthalene), [I-] (iodide), [I-].[K+] (potassium iodide), N(=O)[O-].[Na+] (Sodium nitrite). Run in Cl (HCl), O (water). Conditions: temperature 0 celsius, time 30 minute. The product is IC1=CC2=CC(=CC=C2C=C1)[N+](=O)[O-] (2-iodo-7-nitronaphthalene). As a reaction SMILES: [N+:1]([C:4]1[CH:13]=[C:12]2[C:7]([CH:8]=[CH:9][C:10](N)=[CH:11]2)=[CH:6][CH:5]=1)([O-:3])=[O:2].N([O-])=O.[Na+].[I-:19].[I-].[K+]>Cl.O>[I:19][C:10]1[CH:9]=[CH:8][C:7]2[C:12](=[CH:13][C:4]([N+:1]([O-:3])=[O:2])=[CH:5][CH:6]=2)[CH:11]=1 |f:1.2,4.5|. Reported procedure: A suspension of 7-nitro-2-aminonaphthalene (260 mg, 1.38 mmol) in concentrated HCl (10 mL) is cooled to 0° C. Sodium nitrite (105 mg, 1.53 mmol) is added in portions and the reaction is allowed to stir at 0° C. for 30 minutes. A solution of iodide (175 mg, 253.8 mmol) and potassium iodide (459 mg, 2.76 mmol) in water (5 mL) is added dropwise. After stirring at 0° C. for 1 hour, the solid is removed by filtration. The solid is dissolved in EtOAc and washed with sodium metabisulfite solution, wate... Starting materials: C(=O)C1=CC=C(C=CC(=O)O)C=C1 (4-Formylcinnamic acid), NCCCN1C(=NC=C1)C (1-(3-aminopropyl)-2-methylimidazole), S(O)(O)(=O)=O (sulphuric acid), Cl (hydrogen chloride), [BH4-].[Na+] (Sodium borohydride), C(C)O (ethanol). Solvent: CO (methanol), CCOCC (ether). Run at time 2 day. Product: Cl.Cl.CC=1N(C=CN1)CCCNCC1=CC=C(C=CC(=O)OCC)C=C1 (ethyl 4-[3-(2-methylimidazol-1-yl)propylaminomethyl]cinnamate dihydrochloride). RXN SMILES: [CH:1]([C:3]1[CH:13]=[CH:12][C:6]([CH:7]=[CH:8][C:9]([OH:11])=[O:10])=[CH:5][CH:4]=1)=O.[NH2:14][CH2:15][CH2:16][CH2:17][N:18]1[CH:22]=[CH:21][N:20]=[C:19]1[CH3:23].[BH4-].[Na+].S(=O)(=O)(O)O.[ClH:31].[CH2:32](O)[CH3:33]>CO.CCOCC>[ClH:31].[ClH:31].[CH3:23][C:19]1[N:18]([CH2:17][CH2:16][CH2:15][NH:14][CH2:1][C:3]2[CH:13]=[CH:12][C:6]([CH:7]=[CH:8][C:9]([O:11][CH2:32][CH3:33])=[O:10])=[CH:5][CH:4]=2)[CH:22]=[CH:21][N:20]=1 |f:2.3,9.10.11|. Reported procedure: 4-Formylcinnamic acid (1.76 g) and 1-(3-aminopropyl)-2-methylimidazole (2.78 g) were stirred in methanol (100 ml) for 5 hours at ambient temperature. Sodium borohydride (1.14 g) was added and the mixture stirred for 2 days at ambient temperature. The reaction mixture was evaporated to dryness. The residue was dissolved in water (60 ml) and washed with dichloromethane. The aqueous solution was neutralised with 5M hydrochloric acid and then washed with dichloromethane. The aqueous layer was evapor... The reactants are ClC1=C(C(=O)OCC(=O)O)C(=CC=C1)Cl (carboxymethyl 2,6-dichlorobenzoate), ClC1=C(C(=O)OCC(=O)O)C(=CC=C1)Cl (carboxymethyl 2,6-dichlorobenzoate), [OH-].[Na+] (sodium hydroxide), C(C)O (ethanol), C(C)O (ethanol). Run at time 1.75 hour. The product is ClC1=C(C(=O)CC(=O)[O-])C(=CC=C1)Cl.[Na+] (sodium 2,6-dichlorobenzoylacetate). As a reaction SMILES: [Cl:1][C:2]1[CH:14]=[CH:13][CH:12]=[C:11]([Cl:15])[C:3]=1[C:4]([O:6]CC(O)=O)=O.[OH-:16].[Na+:17].[CH2:18]([OH:20])[CH3:19]>>[Cl:15][C:11]1[CH:12]=[CH:13][CH:14]=[C:2]([Cl:1])[C:3]=1[C:4]([CH2:19][C:18]([O-:16])=[O:20])=[O:6].[Na+:17] |f:1.2,4.5|. Procedure: To a stirred solution of 6.0 grams (0.024 mole) of carboxymethyl 2,6-dichlorobenzoate (the compound of Example X) in 100 ml of ethanol was added a solution of 0.9 gram (0.022 mole) of sodium hydroxide in 50 ml of ethanol. The reaction mixture was stirred for 1.75 hours during which time a solid precipitate formed. The solid was collected by filtration and washed with ethanol. The filtrate was concentrated to a volume of 50 ml, and a second crop of solid was collected by filtration. The solids we...